The task is: describe an organic reaction: reactants, conditions, products, and yield. This data is from the Open Reaction Database (ORD), a public repository of structured organic reaction records. Reactants: C(C1=CC=CC=C1)OC([C@H](CC(=O)OCC1=CC=CC=C1)NC(C1=CC=C(C=C1)N1CCC(CC1)C(OC)OC)=O)=O ((2S)-2-{[4-(4-(dimethoxymethyl)piperidin-1-yl)benzoyl]-amino}-butanedioic acid dibenzyl ester), FC(C(=O)O)(F)F (trifluoroacetic acid). Reported procedure: A solution of (2S)-2-{[4-(4-(dimethoxymethyl)piperidin-1-yl)benzoyl]-amino}-butanedioic acid dibenzyl ester (0.21 g, 0.4 mmol) in methylene chloride (10 mL) containing trifluoroacetic acid (0.2 ml, 2.6 mmol) was stirred at ambient temperature for 1 hour. The reaction was concentrated in vacuo to give the product which was used directly in the next step. Product: C(C1=CC=CC=C1)OC([C@H](CC(=O)OCC1=CC=CC=C1)NC(C1=CC=C(C=C1)N1CCC(CC1)C=O)=O)=O ((2S)-2-{[4-(4-(Formyl)Piperidin-1-yl)benzoyl]amino}butanedioic Acid Dibenzyl Ester). Run in C(Cl)Cl (methylene chloride). Reaction conditions: time 1 hour. RXN SMILES: [CH2:1]([O:8][C:9](=[O:42])[C@@H:10]([NH:22][C:23](=[O:41])[C:24]1[CH:29]=[CH:28][C:27]([N:30]2[CH2:35][CH2:34][CH:33]([CH:36](OC)[O:37]C)[CH2:32][CH2:31]2)=[CH:26][CH:25]=1)[CH2:11][C:12]([O:14][CH2:15][C:16]1[CH:21]=[CH:20][CH:19]=[CH:18][CH:17]=1)=[O:13])[C:2]1[CH:7]=[CH:6][CH:5]=[CH:4][CH:3]=1.FC(F)(F)C(O)=O>C(Cl)Cl>[CH2:1]([O:8][C:9](=[O:42])[C@@H:10]([NH:22][C:23](=[O:41])[C:24]1[CH:29]=[CH:28][C:27]([N:30]2[CH2:31][CH2:32][CH:33]([CH:36]=[O:37])[CH2:34][CH2:35]2)=[CH:26][CH:25]=1)[CH2:11][C:12]([O:14][CH2:15][C:16]1[CH:21]=[CH:20][CH:19]=[CH:18][CH:17]=1)=[O:13])[C:2]1[CH:7]=[CH:6][CH:5]=[CH:4][CH:3]=1. Starting materials: C(CCC)[Li] (butyllithium), C(#C)C1=CC=C(CN2CCCC2)C=C1 (1-(4-ethynylbenzyl)pyrrolidine), Cl (hydrochloric acid), C(=O)=O (dry ice). The solvent is CCCCCC (n-hexane), C1CCOC1 (THF). Reaction conditions: time 1 hour. The product is N1(CCCC1)CC1=CC=C(C=C1)C#CC(=O)O ((4-pyrrolidin-1-ylmethylphenyl)propynoic acid). As a reaction SMILES: C([Li])CCC.[C:6]([C:8]1[CH:19]=[CH:18][C:11]([CH2:12][N:13]2[CH2:17][CH2:16][CH2:15][CH2:14]2)=[CH:10][CH:9]=1)#[CH:7].[C:20](=[O:22])=[O:21].Cl>CCCCCC.C1COCC1>[N:13]1([CH2:12][C:11]2[CH:18]=[CH:19][C:8]([C:6]#[C:7][C:20]([OH:22])=[O:21])=[CH:9][CH:10]=2)[CH2:17][CH2:16][CH2:15][CH2:14]1. Procedure: 5.98 mL (14.85 mmol) of a 1.6M butyllithium solution in n-hexane is added dropwise to a solution of 2.3 g (12.41 mmol) of 1-(4-ethynylbenzyl)pyrrolidine in 50 mL of THF at −78° C. and stirred for 1 hour at this temperature. Then dry ice is added to the reaction mixture. Then the reaction mixture is allowed to come up to ambient temperature and stirred for 14 hours. The reaction mixture is combined with dilute hydrochloric acid and extracted with dichloromethane. The organic phase is separated of... Reactants: Cl.Cl.NCCCCCC[C@@H](C(=O)OCC)N[C@H]1CSC2=C(N(C1=O)CC(=O)O)C=CC=C2 (3(R)-[7-amino-1(S)-ethoxycarbonylheptyl]amino-4oxo-2,3,4,5-tetrahydro-1,5-benzothiazepine-5-acetic acid dihydrochloride), C(C)(=O)O (acetic acid), O (water). Run in [OH-].[Na+] (sodium hydroxide). Reaction conditions: time 30 minute. Product: NCCCCCC[C@@H](C(=O)O)N[C@H]1CSC2=C(N(C1=O)CC(=O)O)C=CC=C2 (3(R)-[7-amino-1(S)-carboxyheptyl]amino-4-oxo-2,3,4,5-tetrahydro-1,5-benzothiazepine-5-acetic acid). Yield: 85.7%. As a reaction SMILES: Cl.Cl.[NH2:3][CH2:4][CH2:5][CH2:6][CH2:7][CH2:8][CH2:9][C@H:10]([NH:16][C@@H:17]1[C:23](=[O:24])[N:22]([CH2:25][C:26]([OH:28])=[O:27])[C:21]2[CH:29]=[CH:30][CH:31]=[CH:32][C:20]=2[S:19][CH2:18]1)[C:11]([O:13]CC)=[O:12].C(O)(=O)C.O>[OH-].[Na+]>[NH2:3][CH2:4][CH2:5][CH2:6][CH2:7][CH2:8][CH2:9][C@H:10]([NH:16][C@@H:17]1[C:23](=[O:24])[N:22]([CH2:25][C:26]([OH:28])=[O:27])[C:21]2[CH:29]=[CH:30][CH:31]=[CH:32][C:20]=2[S:19][CH2:18]1)[C:11]([OH:13])=[O:12] |f:0.1.2,5.6|. Reported procedure: A solution of 3(R)-[7-amino-1(S)-ethoxycarbonylheptyl]amino-4oxo-2,3,4,5-tetrahydro-1,5-benzothiazepine-5-acetic acid dihydrochloride (0.16 g) obtained in Example 72 in 1N sodium hydroxide (4 ml) is allowed to stand for 30 minutes at room temperature. After addition of acetic acid (2 ml) and water (5 ml), the mixture is submitted to Amberlite XAD-2 column chromatography eluting with methanol-water (1:1). The eluate is concentrated under reduced pressure and lyophilized to yield 3(R)-[7-amino-1(S... Reactants: O (Water), OCC1=NC(=CC=C1O)C (2-(hydroxymethyl)-6-methyl-3-pyridinol), C(=O)([O-])[O-].[K+].[K+] (K2CO3), ICC (iodoethane). Run in CCOC(=O)C (EtOAc), CN(C)C=O (DMF). Conditions: time 8 hour. Product: C(C)OC=1C(=NC(=CC1)C)CO ([3-(Ethyloxy)-6-methyl-2-pyridinyl]methanol). Reaction SMILES: [OH:1][CH2:2][C:3]1[C:8]([OH:9])=[CH:7][CH:6]=[C:5]([CH3:10])[N:4]=1.C([O-])([O-])=O.[K+].[K+].I[CH2:18][CH3:19].O>CN(C=O)C.CCOC(C)=O>[CH2:18]([O:9][C:8]1[C:3]([CH2:2][OH:1])=[N:4][C:5]([CH3:10])=[CH:6][CH:7]=1)[CH3:19] |f:1.2.3|. Procedure details: 2-(hydroxymethyl)-6-methyl-3-pyridinol (1.5 g, 10.78 mmol, available from Sigma-Aldrich #144428), K2CO3 (7.45 g, 53.9 mmol) and iodoethane (1.724 ml, 21.56 mmol) were dissolved in DMF (15 ml). The mixture was left stirring at room temperature overnight. Water and EtOAc were added and the two layers were separated. The aqueous one was back-extracted several times with EtOAc. The combined organic phases were washed with brine/ice, dried (Na2SO4), filtered and concentrated under reduced pressure to... Starting materials: ClC1=C(C=C(C=C1OC)[C@@H]1O[C@@H]([C@H]([C@@H]([C@H]1O)O)O)CO)CC1=CC=C(C=C1)OCC ((2S,3R,4R,5S,6R)-2-(4-Chloro-3-(4-ethoxybenzyl)-5-methoxyphenyl)-6-(hydroxymethyl)tetrahydro-2H-pyran-3,4,5-triol), BrC1=C(C(=C(C(=C1)CC1=CC=C(C=C1)OCC)Cl)OC)OC (1-Bromo-4-chloro-5-(4-ethoxybenzyl)-2,3-dimethoxybenzene). Product: ClC1=C(C(=C(C=C1CC1=CC=C(C=C1)OCC)[C@@H]1O[C@@H]([C@H]([C@@H]([C@H]1O)O)O)CO)OC)OC ((2S,3R,4R,5S,6R)-2-(4-Chloro-5-(4-ethoxybenzyl)-2,3-dimethoxyphenyl)-6-(hydroxymethyl)tetrahydro-2H-pyran-3,4,5-triol). RXN SMILES: [Cl:1][C:2]1[C:7]([O:8][CH3:9])=[CH:6][C:5]([C@H:10]2[C@H:15]([OH:16])[C@@H:14]([OH:17])[C@H:13]([OH:18])[C@@H:12]([CH2:19][OH:20])[O:11]2)=[CH:4][C:3]=1[CH2:21][C:22]1[CH:27]=[CH:26][C:25]([O:28][CH2:29][CH3:30])=[CH:24][CH:23]=1.BrC1C=C(CC2C=C[C:42]([O:45]CC)=CC=2)C(Cl)=C(OC)C=1OC>>[Cl:1][C:2]1[C:3]([CH2:21][C:22]2[CH:27]=[CH:26][C:25]([O:28][CH2:29][CH3:30])=[CH:24][CH:23]=2)=[CH:4][C:5]([C@H:10]2[C@H:15]([OH:16])[C@@H:14]([OH:17])[C@H:13]([OH:18])[C@@H:12]([CH2:19][OH:20])[O:11]2)=[C:6]([O:45][CH3:42])[C:7]=1[O:8][CH3:9]. Procedure details: Similar procedure with preparation of 75 proceeded except for using compound 160 to obtain the compound E151. The reactants are C(C)OC(COC1=C(C=C2C=CC=NC2=C1N1CCNCCC1)C)=O ((8-[1,4]diazepan-1-yl-6-methyl-quinolin-7-yloxy)-acetic acid ethyl ester), C1(=CC=CC=C1)N1N=C(C=C1)C=O (1-Phenyl-1H-pyrazole-3-carbaldehyde), [BH-](OC(=O)C)(OC(=O)C)OC(=O)C.[Na+] (NaBH(OAc)3). Run in ClCCCl (DCE), ClCCCl (DCE). Reaction conditions: time 3 hour. Yields the product C(C)OC(COC1=C(C=C2C=CC=NC2=C1N1CCN(CCC1)CC1=NN(C=C1)C1=CC=CC=C1)C)=O ({6-Methyl-8-[4-(1-phenyl-1H-pyrazol-3-ylmethyl)-[1,4]diazepan-1-yl]-quinolin-7-yloxy}-acetic Acid Ethyl Ester). The yield is 57.3%. Reaction SMILES: [CH2:1]([O:3][C:4](=[O:25])[CH2:5][O:6][C:7]1[C:16]([N:17]2[CH2:23][CH2:22][CH2:21][NH:20][CH2:19][CH2:18]2)=[C:15]2[C:10]([CH:11]=[CH:12][CH:13]=[N:14]2)=[CH:9][C:8]=1[CH3:24])[CH3:2].[C:26]1([N:32]2[CH:36]=[CH:35][C:34]([CH:37]=O)=[N:33]2)[CH:31]=[CH:30][CH:29]=[CH:28][CH:27]=1.[BH-](OC(C)=O)(OC(C)=O)OC(C)=O.[Na+]>ClCCCl>[CH2:1]([O:3][C:4](=[O:25])[CH2:5][O:6][C:7]1[C:16]([N:17]2[CH2:23][CH2:22][CH2:21][N:20]([CH2:37][C:34]3[CH:35]=[CH:36][N:32]([C:26]4[CH:27]=[CH:28][CH:29]=[CH:30][CH:31]=4)[N:33]=3)[CH2:19][CH2:18]2)=[C:15]2[C:10]([CH:11]=[CH:12][CH:13]=[N:14]2)=[CH:9][C:8]=1[CH3:24])[CH3:2] |f:2.3|. Procedure details: A mixture of (8-[1,4]diazepan-1-yl-6-methyl-quinolin-7-yloxy)-acetic acid ethyl ester (600 mg, 1.75 mmol), 1-Phenyl-1H-pyrazole-3-carbaldehyde (300.8 mg, 1.75) and NaBH(OAc)3 (408 mg, 1.92 mmol) in DCE (5 ml) was stirred at rt for 3 hrs. The reaction was then diluted with DCE (20 ml), filtered, and purified by flash column chromatography on silica gel to give the desired product (500 mg, 57%). MS (ES) m/z 500.2 (M+H+). Reactants: OCCCC=1C2=CC=NC2=C2C(=C3NC=4C=CC(CC4C3=C3C2=CN(C3=O)C)=O)C1 (13-(3-hydroxypropyl)-5-methyl-7H-indolo[6,7-a]pyrrolo[3,4-c]-carbazole-6,8-dione), C1(=CC=CC=C1)P(C1=CC=CC=C1)C1=CC=CC=C1 (triphenylphosphine), C(Br)(Br)(Br)Br (carbon tetrabromide). Run in CN(C)C=O (DMF), CCOC(=O)C (EtOAc). Run at time 30 minute. Yields the product EtOAc hexanes, BrCCCC=1C2=CC=NC2=C2C(=C3NC=4C=CC(CC4C3=C3C2=CN(C3=O)C)=O)C1 (13-(3-Bromopropyl)-5-methyl-7H-indolo[6,7-a]pyrrolo[3,4-c]-carbazole-6,8-dione). Yield: 76.8%. RXN SMILES: O[CH2:2][CH2:3][CH2:4][C:5]1[C:6]2[C:10](=[C:11]3[C:23]4=[CH:24][N:25]([CH3:28])[C:26](=[O:27])[C:22]4=[C:21]4[C:13]([NH:14][C:15]5[CH:16]=[CH:17][C:18](=[O:29])[CH2:19][C:20]=54)=[C:12]3[CH:30]=1)[N:9]=[CH:8][CH:7]=2.C1(P(C2C=CC=CC=2)C2C=CC=CC=2)C=CC=CC=1.C(Br)(Br)(Br)[Br:51]>CN(C=O)C.CCOC(C)=O>[Br:51][CH2:2][CH2:3][CH2:4][C:5]1[C:6]2[C:10](=[C:11]3[C:23]4=[CH:24][N:25]([CH3:28])[C:26](=[O:27])[C:22]4=[C:21]4[C:13]([NH:14][C:15]5[CH:16]=[CH:17][C:18](=[O:29])[CH2:19][C:20]=54)=[C:12]3[CH:30]=1)[N:9]=[CH:8][CH:7]=2. Procedure: To a solution of 13-(3-hydroxypropyl)-5-methyl-7H-indolo[6,7-a]pyrrolo[3,4-c]-carbazole-6,8-dione (1.18 g, 2.97 mmol) in DMF (45 mL) was added triphenylphosphine (1.17 g, 4.45 mmol) followed by carbon tetrabromide (1.48 g, 4.45 mmol). The resulting solution was allowed to stir at room temperature for 30 min. The solution was diluted with EtOAc (200 mL) and washed with water (2×200 mL) and brine (200 mL). The combined aqueous layers were washed with EtOAc (100 mL). The combined organic layers wer...